This data is from the Open Reaction Database (ORD), a public repository of structured organic reaction records. The task is: describe an organic reaction: reactants, conditions, products, and yield Run at temperature 50 celsius, time 30 minute. Reaction SMILES: [O:1]=[S:2]1(=[O:28])[CH2:7][CH2:6][N:5]2[CH:8]=[CH:9][CH:10]=[C:11]([C:12]3[CH:13]=[C:14]4[C:18](=[CH:19][CH:20]=3)[N:17](C(OC(C)(C)C)=O)[CH:16]=[CH:15]4)[C:4]2=[N:3]1.[OH-].[Na+].CO>C1COCC1>[NH:17]1[C:18]2[C:14](=[CH:13][C:12]([C:11]3[C:4]4=[N:3][S:2](=[O:28])(=[O:1])[CH2:7][CH2:6][N:5]4[CH:8]=[CH:9][CH:10]=3)=[CH:20][CH:19]=2)[CH:15]=[CH:16]1 |f:1.2|. The yield is 86.5%. The solvent is C1CCOC1 (THF). Reactants: [OH-].[Na+] (NaOH), O=S1(N=C2N(CC1)C=CC=C2C=2C=C1C=CN(C1=CC2)C(=O)OC(C)(C)C)=O (tert-butyl 5-(2,2-dioxido-3,4-dihydropyrido[2,1-c][1,2,4]thiadiazin-9-yl)-1H-indole-1-carboxylate), CO (MeOH). The product is N1C=CC2=CC(=CC=C12)C1=CC=CN2C1=NS(CC2)(=O)=O (9-(1H-indol-5-yl)-3,4-dihydropyrido[2,1-c][1,2,4]thiadiazine 2,2-dioxide). Procedure details: To a mixture of tert-butyl 5-(2,2-dioxido-3,4-dihydropyrido[2,1-c][1,2,4]thiadiazin-9-yl)-1H-indole-1-carboxylate (500 mg) in THF (dry) (80 mL) was added 8 M NaOH aq. (8 mL). The mixture was stirred at 50° C. for 30 min. MeOH (20 mL) was added and the mixture was stirred at 50° C. for 4 hr. The precipitate was collected by filtration and dried in vacuo to give the title compound (324.1 mg) as a white solid. The reactants are Cc1nc(Cl)c2nc(-c3ccccc3)cc-2[nH]1, [K+], [K+], OC1CCNC1, O=C([O-])[O-], O. Yields the product Cc1nc(N2CCC(O)C2)c2nc(-c3ccccc3)cc-2[nH]1. As a reaction SMILES: [Cl:1][c:2]1[c:3]2[n:11][c:10](-[c:12]3[cH:13][cH:14][cH:15][cH:16][cH:17]3)[cH:9][c:4]-2[nH:5][c:6]([CH3:8])[n:7]1.[K+:24].[K+:25].[NH:18]1[CH2:19][CH:20]([OH:23])[CH2:21][CH2:22]1.[O-:26][C:27]([O-:28])=[O:29].[OH2:30]>>[c:2]1([N:18]2[CH2:19][CH:20]([OH:23])[CH2:21][CH2:22]2)[c:3]2[n:11][c:10](-[c:12]3[cH:13][cH:14][cH:15][cH:16][cH:17]3)[cH:9][c:4]-2[nH:5][c:6]([CH3:8])[n:7]1.